From a dataset of the Open Reaction Database (ORD), a public repository of structured organic reaction records. describe an organic reaction: reactants, conditions, products, and yield Reactants: CC(=O)[O-], Cl, N#CO[K], Nc1cc(Cl)ccc1O, [NH4+], O. Product: NC(=O)Nc1cc(Cl)ccc1O. Reaction SMILES: [CH3:11][C:12](=[O:13])[O-:14].[ClH:19].[K:15][O:16][C:17]#[N:18].[NH2:1][c:2]1[c:3]([OH:9])[cH:4][cH:5][c:6]([Cl:8])[cH:7]1.[NH4+:10].[OH2:20]>>[NH:1]([c:2]1[c:3]([OH:9])[cH:4][cH:5][c:6]([Cl:8])[cH:7]1)[C:17](=[O:16])[NH2:18]. Reactants: C(C=1C(O)=CC=CC1)(=O)Cl (salicylic acid chloride), C(C=1C(O)=CC=CC1)(=O)NN (salicylic acid hydrazide), O (water). Run in CC(=O)N(C)C (dimethylacetamide). Run at time 3 hour. Yields the product C(C=1C(O)=CC=CC1)(=O)NNC(C=1C(O)=CC=CC1)=O (N,N'-bis-salicyloyl-hydrazine). Reaction SMILES: [C:1]([NH:10][NH2:11])(=[O:9])[C:2]1[C:3](=[CH:5][CH:6]=[CH:7][CH:8]=1)[OH:4].[C:12](Cl)(=[O:20])[C:13]1[C:14](=[CH:16][CH:17]=[CH:18][CH:19]=1)[OH:15].O>CC(N(C)C)=O>[C:1]([NH:10][NH:11][C:12](=[O:20])[C:13]1[C:14](=[CH:16][CH:17]=[CH:18][CH:19]=1)[OH:15])(=[O:9])[C:2]1[C:3](=[CH:5][CH:6]=[CH:7][CH:8]=1)[OH:4]. Procedure details: 30.4 g of salicylic acid hydrazide are dissolved in 500 ml of dimethylacetamide and 34.8 g of salicylic acid chloride are added dropwise over the course of 70 minutes at 25° - 40° C. The yellow solution is stirred for 3 hours at room temperature and is then poured into 1 liter of water, whereupon white, fine crystals precipitate. The substance is filtered off, washed with water and dried in vacuo at 60° C. The product is purified by recrystallisation from ethylene gylcol monomethyl ether. The N,... Starting materials: COC1=NC=C(C=N1)CCC(=O)OC (methyl 3-[2-(methyloxy)-5-pyrimidinyl]propanoate), C(=O)OC (methyl formate), [H-].[Na+] (NaH). Solvent: COCCOC (DME), COCCOC (DME). Reaction conditions: temperature 25 celsius, time 8 hour. Yields the product COC(C(=CO)CC=1C=NC(=NC1)OC)=O (methyl-3-Hydroxy-2-{[2-(methyloxy)-5-pyrimidinyl]methyl}-2-propenoate). Isolated yield 67.9%. RXN SMILES: [H-].[Na+].[CH3:3][O:4][C:5]1[N:10]=[CH:9][C:8]([CH2:11][CH2:12][C:13]([O:15][CH3:16])=[O:14])=[CH:7][N:6]=1.[CH:17](OC)=[O:18]>COCCOC>[CH3:16][O:15][C:13](=[O:14])[C:12]([CH2:11][C:8]1[CH:9]=[N:10][C:5]([O:4][CH3:3])=[N:6][CH:7]=1)=[CH:17][OH:18] |f:0.1|. Procedure: To a suspension of NaH (14.7 g, 367 mmol) in DME (216 mL) was added dropwise a mixture of methyl 3-[2-(methyloxy)-5-pyrimidinyl]propanoate (18 g, 92 mmol) and methyl formate (33.1 g, 550 mmol) in DME (216 mL) under N2 at 0° C. The reaction mixture was stirred at 25° C. overnight, then filtered through a pad of Celite. The filtrate was diluted with ether (500 mL), kept standing for about 2 h and re-filtered. The filtrated cake was washed with diethyl ether and dried to give the title compound (14...